From a dataset of the Open Reaction Database (ORD), a public repository of structured organic reaction records. describe an organic reaction: reactants, conditions, products, and yield Isolated yield 82.9%. Reaction SMILES: [CH3:1][N:2]1[CH:6]=[CH:5][CH:4]=[C:3]1[C:7]1[C:11]2[CH:12]=[C:13]([N+:16]([O-])=O)[CH:14]=[CH:15][C:10]=2[S:9][N:8]=1.C(O)C.O.O.[Sn](Cl)Cl>C(OCC)(=O)C>[NH2:16][C:13]1[CH:14]=[CH:15][C:10]2[S:9][N:8]=[C:7]([C:3]3[N:2]([CH3:1])[CH:6]=[CH:5][CH:4]=3)[C:11]=2[CH:12]=1 |f:2.3.4|. Procedure: To a mixture of 3-(1-methylpyrrol-2-yl)-5-nitro-1,2-benzisothiazole(1.5 g, 5.79 mmol), ethyl acetate and ethanol is added tin(II) chloride dihydrate (6.5 g, 28.8 mmol). The resultant mixture is heated to reflux, stirred 30 min at reflux and cooled to room temperature. The mixture is diluted with ethyl acetate and slowly quenched with solid sodium bicarbonate and water. Brine is added and the resultant mixture stirred and allowed to stand until layer separation is complete. The organic layer is s... Reaction conditions: time 30 minute. Run in C(C)(=O)OCC (ethyl acetate), C(C)(=O)OCC (ethyl acetate). The product is NC=1C=CC2=C(C(=NS2)C=2N(C=CC2)C)C1 (5-Amino-3-(1-methylpyrrol-2-yl)-1,2-benzisothiazole). Starting materials: resultant mixture, CN1C(=CC=C1)C1=NSC2=C1C=C(C=C2)[N+](=O)[O-] (3-(1-methylpyrrol-2-yl)-5-nitro-1,2-benzisothiazole), C(C)O (ethanol), O.O.[Sn](Cl)Cl (tin(II) chloride dihydrate).